Dataset: the Open Reaction Database (ORD), a public repository of structured organic reaction records. Task: describe an organic reaction: reactants, conditions, products, and yield The reactants are COC(=O)C=1N(C(=C(C1)Cl)Cl)N1C(C2=CC=CC=C2C1=O)=O (4,5-dichloro-1-(1,3-dioxo-1,3-dihydro-isoindol-2-yl)-1H-pyrrole-2-carboxylic acid methyl ester), O.NN (hydrazine monohydrate). The solvent is C(C)O (ethanol). Run at time 8 hour. The product is COC(=O)C=1N(C(=C(C1)Cl)Cl)N (1-Amino-4,5-dichloro-1H-pyrrole-2-carboxylic acid methyl ester). The yield is 65.9%. Reaction SMILES: [CH3:1][O:2][C:3]([C:5]1[N:6]([N:12]2C(=O)C3C(=CC=CC=3)C2=O)[C:7]([Cl:11])=[C:8]([Cl:10])[CH:9]=1)=[O:4].O.NN>C(O)C>[CH3:1][O:2][C:3]([C:5]1[N:6]([NH2:12])[C:7]([Cl:11])=[C:8]([Cl:10])[CH:9]=1)=[O:4] |f:1.2|. Procedure: A mixture of 4,5-dichloro-1-(1,3-dioxo-1,3-dihydro-isoindol-2-yl)-1H-pyrrole-2-carboxylic acid methyl ester (5.44 g) and hydrazine monohydrate (1.57 mL) in ethanol was stirred at rt overnight, by which time TLC showed complete conversion; then the solids were filtered off, the filtrate was concentrated and worked up with EtOAc and water; EtOAc phase was washed with sat. NaCl solution and dried over anhydrous sodium sulfate, filtered, concentrated, the crude was column purified (EtOAc/Hexanes) to... The reactants are CC1=C(C=C(C=C1[N+](=O)[O-])[N+](=O)[O-])[N+](=O)[O-] (TNT), ClC=1C(=C(C(=CC1[N+](=O)[O-])[N+](=O)[O-])C=CC1=C(C=C(C=C1[N+](=O)[O-])[N+](=O)[O-])[N+](=O)[O-])[N+](=O)[O-] (3-chloro-2,2',4,4',6,6'-hexanitrostilbene), C(C)#N (acetonitrile). The solvent is CO (methanol). The product is [N+](=O)([O-])C1=C(CC=2C(=C(C(=CC2[N+](=O)[O-])[N+](=O)[O-])C=CC2=C(C=C(C=C2[N+](=O)[O-])[N+](=O)[O-])[N+](=O)[O-])[N+](=O)[O-])C(=CC(=C1)[N+](=O)[O-])[N+](=O)[O-] (3-(2,4,6-Trinitrobenzyl)-2,2',4,4',6,6'-hexanitrostilbene). RXN SMILES: [CH3:1][C:2]1[C:7]([N+:8]([O-:10])=[O:9])=[CH:6][C:5]([N+:11]([O-:13])=[O:12])=[CH:4][C:3]=1[N+:14]([O-:16])=[O:15].Cl[C:18]1[C:19]([N+:47]([O-:49])=[O:48])=[C:20]([CH:30]=[CH:31][C:32]2[C:37]([N+:38]([O-:40])=[O:39])=[CH:36][C:35]([N+:41]([O-:43])=[O:42])=[CH:34][C:33]=2[N+:44]([O-:46])=[O:45])[C:21]([N+:27]([O-:29])=[O:28])=[CH:22][C:23]=1[N+:24]([O-:26])=[O:25].C(#N)C>CO>[N+:8]([C:7]1[CH:6]=[C:5]([N+:11]([O-:13])=[O:12])[CH:4]=[C:3]([N+:14]([O-:16])=[O:15])[C:2]=1[CH2:1][C:22]1[C:21]([N+:27]([O-:29])=[O:28])=[C:20]([CH:30]=[CH:31][C:32]2[C:33]([N+:44]([O-:46])=[O:45])=[CH:34][C:35]([N+:41]([O-:43])=[O:42])=[CH:36][C:37]=2[N+:38]([O-:40])=[O:39])[C:19]([N+:47]([O-:49])=[O:48])=[CH:18][C:23]=1[N+:24]([O-:26])=[O:25])([O-:10])=[O:9]. Reported procedure: The reaction of 4.5 g (0.02 mole) of TNT with 4.6 g (0.01 mole) of 3-chloro-2,2',4,4',6,6'-hexanitrostilbene was carried out as in the above reactions. The crude reaction product, after extraction with methanol was a brittle mass which was dissolved in 50 mol of acetonitrile, diluted with an equal volume of methanol and heated on a hot plate with magnetic stirring. Light yellow crystals separated and were filtered off, washed well with methanol and dried. This material weighed 4.8 g, 71% of the ...